Dataset: the Open Reaction Database (ORD), a public repository of structured organic reaction records. Task: describe an organic reaction: reactants, conditions, products, and yield Reactants: C(Br)(Br)(Br)Br (carbon tetrabromide), C1(=CC=CC=C1)P(C1=CC=CC=C1)C1=CC=CC=C1 (triphenylphosphine), [Si](C)(C)(C(C)(C)C)OCC1CCC=C1CO ((5-t-Butyldimethylsilyloxymethylcyclopent-1-en-1-yl)methyl alcohol). Solvent: ClCCl (dichloromethane). Reaction conditions: temperature 0 celsius, time 30 minute. Product: [Si](C)(C)(C(C)(C)C)OCC1CCC=C1CBr ((5-t-butyldimethylsilyloxymethylcyclopent-1-en-1-yl)methyl bromide). The yield is 47.1%. As a reaction SMILES: [C:1]([Br:5])(Br)(Br)Br.C1(P(C2C=CC=CC=2)C2C=CC=CC=2)C=CC=CC=1.[Si:25]([O:32][CH2:33][CH:34]1[C:38](CO)=[CH:37][CH2:36][CH2:35]1)([C:28]([CH3:31])([CH3:30])[CH3:29])([CH3:27])[CH3:26]>ClCCl>[Si:25]([O:32][CH2:33][CH:34]1[C:35]([CH2:1][Br:5])=[CH:36][CH2:37][CH2:38]1)([C:28]([CH3:31])([CH3:30])[CH3:29])([CH3:27])[CH3:26]. Reported procedure: The carbon tetrabromide (8.5 g, 25.7 mmol) and triphenylphosphine (8.4 g, 3.22 mmol) were added in dichloromethane solution of (5-t-Butyldimethylsilyloxymethylcyclopent-1-en-1-yl)methyl alcohol (5.2 g, 21.4 mmol) under ice bath and then stirred for 30 min at 0° C. The reaction mixture was stirred for overnight at room temperature, extracted with dichloromethane, dried with MgSO4, filtered, concentrated and separated by column chromatography to give a desirable product (3.08 g). Reactants: CCOC(=O)C(CC)Cc1ccc([N+](=O)[O-])cc1, CCOC(C)=O, [H][H]. Yields the product CCOC(=O)C(CC)Cc1ccc(N)cc1. RXN SMILES: [CH2:1]([CH3:2])[O:3][C:4]([CH:5]([CH2:6][CH3:7])[CH2:8][c:9]1[cH:10][cH:11][c:12]([N+:15]([O-:16])=[O:17])[cH:13][cH:14]1)=[O:18].[CH3:21][CH2:22][O:23][C:24](=[O:25])[CH3:26].[H:19][H:20]>>[CH2:1]([CH3:2])[O:3][C:4]([CH:5]([CH2:6][CH3:7])[CH2:8][c:9]1[cH:10][cH:11][c:12]([NH2:15])[cH:13][cH:14]1)=[O:18]. Starting materials: N(=NC(=O)OC(C)(C)C)C(=O)OC(C)(C)C (Di-tert-butyl azodicarboxylate), CC(C)(C)OC(=O)N1CC=2N=C(OC2C1)CO (4,6-dihydro-2-(hydroxymethyl)-5H-pyrrolo[3,4-d]oxazole-5-carboxylic acid 1,1-dimethylethyl ester), C1(=CC=CC=C1)O (phenol), C1(=CC=CC=C1)P(C1=CC=CC=C1)C1=CC=CC=C1 (triphenylphosphine). Run in C1CCOC1 (THF), CO (MeOH). Conditions: time 10 minute. The product is CC(C)(C)OC(=O)N1CC=2N=C(OC2C1)COC1=CC=CC=C1 (4,6-dihydro-2-(phenoxymethyl)-5H-pyrrolo[3,4-d]oxazole-5-carboxylic acid 1,1-dimethylethyl ester). Yield: 100.3%. As a reaction SMILES: N(C(OC(C)(C)C)=O)=NC(OC(C)(C)C)=O.[CH3:17][C:18]([O:21][C:22]([N:24]1[CH2:31][C:30]2[O:29][C:28]([CH2:32][OH:33])=[N:27][C:26]=2[CH2:25]1)=[O:23])([CH3:20])[CH3:19].[C:34]1(O)[CH:39]=[CH:38][CH:37]=[CH:36][CH:35]=1.C1(P(C2C=CC=CC=2)C2C=CC=CC=2)C=CC=CC=1>C1COCC1.CO>[CH3:20][C:18]([O:21][C:22]([N:24]1[CH2:31][C:30]2[O:29][C:28]([CH2:32][O:33][C:34]3[CH:39]=[CH:38][CH:37]=[CH:36][CH:35]=3)=[N:27][C:26]=2[CH2:25]1)=[O:23])([CH3:17])[CH3:19]. Procedure: Di-tert-butyl azodicarboxylate (0.079 g, 0.34 mmol) was added portionwise to a stirred solution of 4,6-dihydro-2-(hydroxymethyl)-5H-pyrrolo[3,4-d]oxazole-5-carboxylic acid 1,1-dimethylethyl ester (0.055 g, 0.23 mmol), phenol (0.032 g, 0.34 mmol) and triphenylphosphine (0.090 g, 034 mmol) in THF (1 mL) at 0° C. The mixture was stirred at room temperature for 10 minutes, diluted with MeOH and the solvent evaporated in vacuo. The crude product was purified by flash column chromatography (silica; Ac... Yields the product COc1ccc(C=NC(C)c2ccccc2)cc1. RXN SMILES: [CH3:11][CH:12]([c:13]1[cH:14][cH:15][cH:16][cH:17][cH:18]1)[NH2:19].[CH3:21][c:22]1[cH:23][cH:24][cH:25][cH:26][cH:27]1.[CH:1]([c:2]1[cH:3][cH:4][c:5]([O:8][CH3:9])[cH:6][cH:7]1)=[O:10].[OH2:20]>>[CH:1]([c:2]1[cH:3][cH:4][c:5]([O:8][CH3:9])[cH:6][cH:7]1)=[N:19][CH:12]([CH3:11])[c:13]1[cH:14][cH:15][cH:16][cH:17][cH:18]1. Reactants: CC(N)c1ccccc1, Cc1ccccc1, COc1ccc(C=O)cc1, O.